Dataset: the Open Reaction Database (ORD), a public repository of structured organic reaction records. Task: describe an organic reaction: reactants, conditions, products, and yield Starting materials: BrC=1C=CC(=C(C(=O)NCC2=CC(=C(C=C2)OC)OC)C1)I (5-Bromo-N-(3,4-dimethoxybenzyl)-2-iodobenzamide), N1=CC(=CC=C1)B1OC(C)(C)C(C)(C)O1 (pyridine-3-boronic acid pinacol ester), C([O-])([O-])=O.[Cs+].[Cs+] (cesium carbonate), O (water). Reagents/catalysts: C1=CC=C(C=C1)P([C-]2C=CC=C2)C3=CC=CC=C3.C1=CC=C(C=C1)P([C-]2C=CC=C2)C3=CC=CC=C3.Cl[Pd]Cl.[Fe+2].C(Cl)Cl (PdCl2(dppf) CH2Cl2). Run in C1CCOC1 (THF), CCOC(=O)C (EtOAc). Conditions: temperature 120 celsius. Product: BrC=1C=CC(=C(C(=O)NCC2=CC(=C(C=C2)OC)OC)C1)C=1C=NC=CC1 (5-Bromo-N-(3,4-dimethoxybenzyl)-2-pyridin-3-ylbenzamide). Reaction SMILES: [Br:1][C:2]1[CH:3]=[CH:4][C:5](I)=[C:6]([CH:21]=1)[C:7]([NH:9][CH2:10][C:11]1[CH:16]=[CH:15][C:14]([O:17][CH3:18])=[C:13]([O:19][CH3:20])[CH:12]=1)=[O:8].[N:23]1[CH:28]=[CH:27][CH:26]=[C:25](B2OC(C)(C)C(C)(C)O2)[CH:24]=1.C(=O)([O-])[O-].[Cs+].[Cs+].O>C1COCC1.CCOC(C)=O.C1C=CC(P(C2C=CC=CC=2)[C-]2C=CC=C2)=CC=1.C1C=CC(P(C2C=CC=CC=2)[C-]2C=CC=C2)=CC=1.Cl[Pd]Cl.[Fe+2].C(Cl)Cl>[Br:1][C:2]1[CH:3]=[CH:4][C:5]([C:25]2[CH:24]=[N:23][CH:28]=[CH:27][CH:26]=2)=[C:6]([CH:21]=1)[C:7]([NH:9][CH2:10][C:11]1[CH:16]=[CH:15][C:14]([O:17][CH3:18])=[C:13]([O:19][CH3:20])[CH:12]=1)=[O:8] |f:2.3.4,8.9.10.11.12|. Reported procedure: A solution of 1-2 (100 mg, 0.210 mmol, 1.0 equiv) in THF (2 ml) in a microwave vial was treated with pyridine-3-boronic acid pinacol ester (47.4 mg, 0.231 mmol, 1.1 equiv), cesium carbonate (163 mg, 0.500 mmol, 2.4 equiv), PdCl2(dppf)-CH2Cl2 adduct (17.15 mg, 0.021 mmol, 0.1 equiv), and 0.5 mL water. The mixture was heated to 120° C. in a microwave reactor for 10 min. The mixture was cooled to RT and diluted with EtOAc. The mixture was washed with sat. aq. NH4Cl, dried over Na2SO4, filtered and ... The reactants are O=C([O-])O, COc1nc2nc(SC(C)c3ccncc3F)nc(NC(CO)CC(C)C)c2s1, [Na+], O. Yields the product CC(C)CC(CO)Nc1nc(SC(C)c2ccncc2F)nc2[nH]c(=O)sc12. As a reaction SMILES: [C:30](=[O:31])([OH:32])[O-:33].[F:1][c:2]1[cH:3][n:4][cH:5][cH:6][c:7]1[CH:8]([CH3:9])[S:10][c:11]1[n:12][c:13]([NH:22][CH:23]([CH2:24][OH:25])[CH2:26][CH:27]([CH3:28])[CH3:29])[c:14]2[c:15]([n:16]1)[n:17][c:18]([O:20][CH3:21])[s:19]2.[Na+:34].[OH2:35]>>[F:1][c:2]1[cH:3][n:4][cH:5][cH:6][c:7]1[CH:8]([CH3:9])[S:10][c:11]1[n:12][c:13]([NH:22][CH:23]([CH2:24][OH:25])[CH2:26][CH:27]([CH3:28])[CH3:29])[c:14]2[c:15]([n:16]1)[nH:17][c:18](=[O:20])[s:19]2. Reactants: CO, N#C[K], CCOC(=O)c1ncn2c1C1CCCN1C(=O)c1sccc1-2. The product is COC(=O)c1ncn2c1C1CCCN1C(=O)c1sccc1-2. Reaction SMILES: [CH3:26][OH:27].[K:23][C:24]#[N:25].[O:1]=[C:2]1[c:3]2[c:4]([cH:20][cH:21][s:22]2)-[n:5]2[c:6]([c:12]([C:15](=[O:16])[O:17][CH2:18][CH3:19])[n:13][cH:14]2)[CH:7]2[N:8]1[CH2:9][CH2:10][CH2:11]2>>[O:1]=[C:2]1[c:3]2[c:4]([cH:20][cH:21][s:22]2)-[n:5]2[c:6]([c:12]([C:15](=[O:16])[O:17][CH3:18])[n:13][cH:14]2)[CH:7]2[N:8]1[CH2:9][CH2:10][CH2:11]2. Starting materials: ClC1=CC=C(C=C1)[C@H]1CN(CC[C@@H]1[C@H](C)OC1=CC(=C(C=C1)Cl)Cl)C(=O)C1CCN(CC1)C1=NC=C(C=C1)C#N (4-{(3S,4S)-3-(4-Chloro-phenyl)-4-[(S)-1-(3,4-dichloro-phenoxy)-ethyl]-piperidine-1-carbonyl}-3,4,5,6-tetrahydro-2H-[1,2′]bipyridinyl-5′-carbonitrile), N1CCCCC1 (piperidine), C(C1=CC=CC=C1)N1C[C@@H]([C@H](CC1)[C@@H](C)O)C1=CC=C(C=C1)Cl ((R)-1-[(3S,4S)-1-Benzyl-3-(4-chloro-phenyl)-piperidin-4-yl]-ethanol), FC=1C=CC(=NC1)O (5-fluoro-2-hydroxy pyridine), CCN(C(C)C)C(C)C (DIPEA), ClC(C)OC(=O)Cl (1-chloroethyl-chloroformate). Solvent: CO (methanol). The product is C(#N)C=1C=CC(=NC1)N1CCC(CC1)C(=O)O (5′-Cyano-3,4,5,6-tetrahydro-2H-[1,2′]bipyridinyl-4-carboxylic acid), ClC1=CC=C(C=C1)[C@H]1CN(CC[C@@H]1[C@H](C)OC1=NC=C(C=C1)F)C(=O)C1CCN(CC1)C1=NC=C(C=C1)C#N (4-{(3S,4S)-3-(4-Chloro-phenyl)-4-[(S)-1-(5-fluoro-pyridin-2-yloxy)-ethyl]-piperidine-1-carbonyl}-3,4,5,6-tetrahydro-2H-[1,2′]bipyridinyl-5′-carbonitrile). Reaction SMILES: ClC1C=CC([C@@H]2[C@@H]([C@@H](OC3C=CC(Cl)=C(Cl)C=3)C)CCN([C:25]([CH:27]3[CH2:32][CH2:31][N:30]([C:33]4[CH:38]=[CH:37][C:36]([C:39]#[N:40])=[CH:35][N:34]=4)[CH2:29][CH2:28]3)=[O:26])C2)=CC=1.[NH:41]1[CH2:46][CH2:45][CH2:44][CH2:43][CH2:42]1.C(N1CC[C@H]([C@H]([OH:62])C)[C@@H]([C:63]2[CH:68]=[CH:67][C:66]([Cl:69])=[CH:65][CH:64]=2)C1)C1C=CC=CC=1.[F:70][C:71]1[CH:72]=[CH:73][C:74]([OH:77])=[N:75][CH:76]=1.Cl[CH:79](OC(Cl)=O)[CH3:80].CCN(C(C)C)C(C)C>CO>[C:39]([C:36]1[CH:37]=[CH:38][C:33]([N:30]2[CH2:31][CH2:32][CH:27]([C:25]([OH:26])=[O:62])[CH2:28][CH2:29]2)=[N:34][CH:35]=1)#[N:40].[Cl:69][C:66]1[CH:65]=[CH:64][C:63]([C@@H:43]2[C@@H:44]([C@@H:79]([O:77][C:74]3[CH:73]=[CH:72][C:71]([F:70])=[CH:76][N:75]=3)[CH3:80])[CH2:45][CH2:46][N:41]([C:25]([CH:27]3[CH2:28][CH2:29][N:30]([C:33]4[CH:38]=[CH:37][C:36]([C:39]#[N:40])=[CH:35][N:34]=4)[CH2:31][CH2:32]3)=[O:26])[CH2:42]2)=[CH:68][CH:67]=1. Procedure: In analogy to the procedure described for the synthesis of 4-{(3S,4S)-3-(4-Chloro-phenyl)-4-[(S)-1-(3,4-dichloro-phenoxy)-ethyl]-piperidine-1-carbonyl}-3,4,5,6-tetrahydro-2H-[1,2′]bipyridinyl-5′-carbonitrile (example 49) the respective piperidine derivative was prepared from (R)-1-[(3S,4S)-1-Benzyl-3-(4-chloro-phenyl)-piperidin-4-yl]-ethanol and 5-fluoro-2-hydroxy pyridine via Mitsunobu reaction and subsequently the benzyl group was cleaved by treatment with 1-chloroethyl-chloroformate, DIPEA an... Reactants: CC(C)(Br)C(=O)c1ccsc1, CS(C)=O, [N-]=[N+]=[N-], [Na+], O. The product is CC(C)(N=[N+]=[N-])C(=O)c1ccsc1. RXN SMILES: [Br:1][C:2]([CH3:3])([CH3:4])[C:5]([c:6]1[cH:7][s:8][cH:9][cH:10]1)=[O:11].[CH3:17][S:18](=[O:19])[CH3:20].[N-:13]=[N+:14]=[N-:15].[Na+:12].[OH2:16]>>[C:2]([CH3:3])([CH3:4])([C:5]([c:6]1[cH:7][s:8][cH:9][cH:10]1)=[O:11])[N:13]=[N+:14]=[N-:15]. Starting materials: BrCCCCCCCBr, CC(C)=O, Oc1ccc2c(ccn2-c2ccc(F)cc2)c1, [K+], [K+], O=C([O-])[O-]. Yields the product Fc1ccc(-n2ccc3cc(OCCCCCCCBr)ccc32)cc1. As a reaction SMILES: [Br:24][CH2:25][CH2:26][CH2:27][CH2:28][CH2:29][CH2:30][CH2:31][Br:32].[CH3:33][C:34](=[O:35])[CH3:36].[F:1][c:2]1[cH:3][cH:4][c:5](-[n:8]2[cH:9][cH:10][c:11]3[cH:12][c:13]([OH:17])[cH:14][cH:15][c:16]23)[cH:6][cH:7]1.[K+:18].[K+:19].[O-:20][C:21]([O-:22])=[O:23]>>[F:1][c:2]1[cH:3][cH:4][c:5](-[n:8]2[cH:9][cH:10][c:11]3[cH:12][c:13]([O:17][CH2:31][CH2:30][CH2:29][CH2:28][CH2:27][CH2:26][CH2:25][Br:24])[cH:14][cH:15][c:16]23)[cH:6][cH:7]1.